This data is from the Open Reaction Database (ORD), a public repository of structured organic reaction records. The task is: describe an organic reaction: reactants, conditions, products, and yield Starting materials: CC(C)(C)OC(=O)N1C(CN)CC2CC21, O=C(O)c1scc2c1OCCO2. Product: CC(C)(C)OC(=O)N1C(CNC(=O)c2scc3c2OCCO3)CC2CC21. As a reaction SMILES: [C:1]([CH3:2])([CH3:3])([CH3:4])[O:5][C:6](=[O:7])[N:8]1[CH:9]2[CH2:10][CH:11]2[CH2:12][CH:13]1[CH2:14][NH2:15].[O:16]1[c:17]2[c:18]([c:22]([C:25](=[O:26])[OH:27])[s:23][cH:24]2)[O:19][CH2:20][CH2:21]1>>[C:1]([CH3:2])([CH3:3])([CH3:4])[O:5][C:6](=[O:7])[N:8]1[CH:9]2[CH2:10][CH:11]2[CH2:12][CH:13]1[CH2:14][NH:15][C:25]([c:22]1[c:18]2[c:17]([cH:24][s:23]1)[O:16][CH2:21][CH2:20][O:19]2)=[O:26]. Starting materials: C(#N)C1=CC(=C(C=C1)C=1C=NN(C1O)C1=NC=C(C(=O)O)C=C1)C (6-(4-(4-cyano-2-methylphenyl)-5-hydroxy-1H-pyrazol-1-yl)nicotinic acid), Cl.Cl.N1CC(C1)N1CCCCC1 (1-(azetidin-3-yl)piperidine dihydrochloride). Yields the product OC1=C(C=NN1C1=NC=C(C=C1)C(=O)N1CC(C1)N1CCCCC1)C1=C(C=C(C#N)C=C1)C (4-(5-hydroxy-1-(5-(3-(piperidin-1-yl)azetidine-1-carbonyl)pyridin-2-yl)-1H-pyrazol-4-yl)-3-methylbenzonitrile). Reaction SMILES: [C:1]([C:3]1[CH:8]=[CH:7][C:6]([C:9]2[CH:10]=[N:11][N:12]([C:15]3[CH:23]=[CH:22][C:18]([C:19]([OH:21])=O)=[CH:17][N:16]=3)[C:13]=2[OH:14])=[C:5]([CH3:24])[CH:4]=1)#[N:2].Cl.Cl.[NH:27]1[CH2:30][CH:29]([N:31]2[CH2:36][CH2:35][CH2:34][CH2:33][CH2:32]2)[CH2:28]1>>[OH:14][C:13]1[N:12]([C:15]2[CH:23]=[CH:22][C:18]([C:19]([N:27]3[CH2:30][CH:29]([N:31]4[CH2:36][CH2:35][CH2:34][CH2:33][CH2:32]4)[CH2:28]3)=[O:21])=[CH:17][N:16]=2)[N:11]=[CH:10][C:9]=1[C:6]1[CH:7]=[CH:8][C:3]([C:1]#[N:2])=[CH:4][C:5]=1[CH3:24] |f:1.2.3|. Procedure details: The title compound was prepared in a manner similar to Example 112 using 6-(4-(4-cyano-2-methylphenyl)-5-hydroxy-1H-pyrazol-1-yl)nicotinic acid and 1-(azetidin-3-yl)piperidine dihydrochloride. 1H NMR (400 MHz, DMSO-d6) δ ppm 1.36 (d, J=4.80 Hz, 2H) 1.41-1.54 (m, 4H) 2.23-2.34 (m, 3H) 2.36 (s, 3H) 3.13-3.21 (m, 1H) 3.86 (dd, J=9.47, 4.67 Hz, 1H) 4.05 (t, J=8.46 Hz, 1H) 4.20 (d, J=4.80 Hz, 1H) 4.28-4.43 (m, 1H) 7.55 (dd, J=8.08, 1.52 Hz, 1H) 7.62 (s, 1H) 7.78 (d, J=8.08 Hz, 1H) 8.03 (s, 1H) 8.15 (... Reactants: ClC1=NC=CC(=N1)C(=O)N (2-chloropyrimidine-4-carboxamide), O1CCOC12CCNCC2 (1,4-dioxa-8-azaspiro[4.5]decane), C([O-])([O-])=O.[K+].[K+] (potassium carbonate). Solvent: CC(CC)=O (2-butanone). Product: O1CCOC12CCN(CC2)C2=NC=CC(=N2)C(=O)N (1,4-Dioxa-8-azaspiro[4.5]decan-8-yl pyrimidine-4-carboxamide). The yield is 97.6%. RXN SMILES: Cl[C:2]1[N:7]=[C:6]([C:8]([NH2:10])=[O:9])[CH:5]=[CH:4][N:3]=1.[O:11]1[C:15]2([CH2:20][CH2:19][NH:18][CH2:17][CH2:16]2)[O:14][CH2:13][CH2:12]1.C(=O)([O-])[O-].[K+].[K+]>CC(=O)CC>[O:11]1[C:15]2([CH2:20][CH2:19][N:18]([C:2]3[N:7]=[C:6]([C:8]([NH2:10])=[O:9])[CH:5]=[CH:4][N:3]=3)[CH2:17][CH2:16]2)[O:14][CH2:13][CH2:12]1 |f:2.3.4|. Reported procedure: 5 g (0.0318 mol) of 2-chloropyrimidine-4-carboxamide, 4.55 g (0.0318 mol) of 1,4-dioxa-8-azaspiro[4.5]decane and 6.6 g (0.0477 mol) of potassium carbonate are introduced into 100 ml of 2-butanone. The mixture is heated and stirred at reflux temperature for 6 hours. The mixture is filtered and the filtrate is concentrated under reduced pressure. 8.2 g of product are obtained which are recrystallised from 2-propanol. 4.1 g of product are obtained. Reactants: CN(C(CF)=O)OC (N-Methyl-N-methoxyfluoroacetamide), [Li]C=1C=NC=CC1 (3-lithiopyridine). The product is FCC(=O)C=1C=NC=CC1 (3-(α-fluoroacetyl)pyridine). As a reaction SMILES: CN(OC)[C:3](=[O:6])[CH2:4][F:5].[Li][C:10]1[CH:11]=[N:12][CH:13]=[CH:14][CH:15]=1>>[F:5][CH2:4][C:3]([C:10]1[CH:11]=[N:12][CH:13]=[CH:14][CH:15]=1)=[O:6]. Procedure: N-Methyl-N-methoxyfluoroacetamide (D6) (12.64 g, 0.104 mol) was treated with 3-lithiopyridine as in the method of Description 7 to afford 3-(α-fluoroacetyl)pyridine (9.63 g). This crude material was taken-up in dry methanol (100 ml) and treated with methoxylamine hydrochloride (6.63 g, 0.076 mol) at reflux for 1 h. The reaction mixture was concentrated in vacuo and partitioned between saturated aqueous potassium carbonate (100 ml) and chloroform (3×100 ml). The combined organic extracts were dri...